This data is from the Open Reaction Database (ORD), a public repository of structured organic reaction records. The task is: describe an organic reaction: reactants, conditions, products, and yield Reactants: Cc1c(-c2ccccc2)n(Cc2ccccc2)c2cc(Br)ccc12, COc1ccc(B(O)O)cc1, ClCCl, [K+], [K+], O=C([O-])[O-], C1COCCO1. The product is COc1ccc(-c2ccc3c(C)c(-c4ccccc4)n(Cc4ccccc4)c3c2)cc1. RXN SMILES: [CH2:1]([c:2]1[cH:3][cH:4][cH:5][cH:6][cH:7]1)[n:8]1[c:9](-[c:19]2[cH:20][cH:21][cH:22][cH:23][cH:24]2)[c:10]([CH3:18])[c:11]2[cH:12][cH:13][c:14]([Br:17])[cH:15][c:16]12.[CH3:31][O:32][c:33]1[cH:34][cH:35][c:36]([B:39]([OH:40])[OH:41])[cH:37][cH:38]1.[Cl:42][CH2:43][Cl:44].[K+:25].[K+:26].[O-:27][C:28]([O-:29])=[O:30].[O:45]1[CH2:46][CH2:47][O:48][CH2:49][CH2:50]1>>[CH2:1]([c:2]1[cH:3][cH:4][cH:5][cH:6][cH:7]1)[n:8]1[c:9](-[c:19]2[cH:20][cH:21][cH:22][cH:23][cH:24]2)[c:10]([CH3:18])[c:11]2[cH:12][cH:13][c:14](-[c:36]3[cH:35][cH:34][c:33]([O:32][CH3:31])[cH:38][cH:37]3)[cH:15][c:16]12. Starting materials: C(=O)(O)C=1C(=CC(=C(C1)N1C(CC(CC1=O)C(F)(F)F)=O)F)Cl (N-(5'-carboxy-4'-chloro-2'-fluorophenyl)-3-(trifluoromethyl)glutarimide), C(=O)(O)C=1C(=CC(=C(C1)N1C(CC(CC1=O)C(F)(F)F)=O)F)Cl (N-(5'-carboxy-4'-chloro-2'-fluorophenyl)-3-(trifluoromethyl)glutarimide), S(=O)(Cl)Cl (thionyl chloride). The reagents and catalysts are CN(C=O)C (N,N-dimethylformamide). Run in C1(=CC=CC=C1)C (toluene). Conditions: temperature 90 celsius. The product is ClC(=O)C=1C(=CC(=C(C1)N1C(CC(CC1=O)C(F)(F)F)=O)F)Cl (N-(5'-chlorocarbonyl-4'-chloro-2'-fluorophenyl)-3-(trifluoromethyl)glutarimide). Reaction SMILES: [C:1]([C:4]1[C:5]([Cl:23])=[CH:6][C:7]([F:22])=[C:8]([N:10]2[C:15](=[O:16])[CH2:14][CH:13]([C:17]([F:20])([F:19])[F:18])[CH2:12][C:11]2=[O:21])[CH:9]=1)([OH:3])=O.S(Cl)([Cl:26])=O>CN(C)C=O.C1(C)C=CC=CC=1>[Cl:26][C:1]([C:4]1[C:5]([Cl:23])=[CH:6][C:7]([F:22])=[C:8]([N:10]2[C:15](=[O:16])[CH2:14][CH:13]([C:17]([F:18])([F:20])[F:19])[CH2:12][C:11]2=[O:21])[CH:9]=1)=[O:3]. Procedure: To a mixture of N-(5'-carboxy-4'-chloro-2'-fluorophenyl)-3-(trifluoromethyl)glutarimide (Compound 62) (3.0 g, 8.5 mmol) and 35 ml toluene was added thionyl chloride (0.80 ml, 1.3 g, 1.1 mmol) followed by 2 drops of N,N-dimethylformamide and the suspension was heated to 90° C. for two hours. The resulting clear, orange solution was cooled to room temperature and the solvents were removed in vacuo (1 mm Hg). The resulting N-(5'-chlorocarbonyl-4'-chloro-2'-fluorophenyl)-3-(trifluoromethyl)glutarimi... Reactants: OC1=CC=C(C(=O)C2=CC=C(CSC3=NC4=CC=CC(=C4C(N3C)=O)C)C=C2)C=C1 (2-[4-(4-hydroxybenzoyl)benzylthio]-3,5-dimethyl-4(3H)-quinazolinone), C(C1=CC=CC=C1)Br (benzyl bromide), C([O-])([O-])=O.[K+].[K+] (potassium carbonate). The solvent is CN(C)C=O (DMF). The product is C(C1=CC=CC=C1)OC1=CC=C(C(=O)C2=CC=C(CSC3=NC4=CC=CC(=C4C(N3C)=O)C)C=C2)C=C1 (2-[4-(4-Benzyloxybenzoyl)benzylthio]-3,5-dimethyl-4(3H)-quinazolinone). As a reaction SMILES: [OH:1][C:2]1[CH:30]=[CH:29][C:5]([C:6]([C:8]2[CH:28]=[CH:27][C:11]([CH2:12][S:13][C:14]3[N:23]([CH3:24])[C:22](=[O:25])[C:21]4[C:16](=[CH:17][CH:18]=[CH:19][C:20]=4[CH3:26])[N:15]=3)=[CH:10][CH:9]=2)=[O:7])=[CH:4][CH:3]=1.[CH2:31](Br)[C:32]1[CH:37]=[CH:36][CH:35]=[CH:34][CH:33]=1.C(=O)([O-])[O-].[K+].[K+]>CN(C=O)C>[CH2:31]([O:1][C:2]1[CH:3]=[CH:4][C:5]([C:6]([C:8]2[CH:28]=[CH:27][C:11]([CH2:12][S:13][C:14]3[N:23]([CH3:24])[C:22](=[O:25])[C:21]4[C:16](=[CH:17][CH:18]=[CH:19][C:20]=4[CH3:26])[N:15]=3)=[CH:10][CH:9]=2)=[O:7])=[CH:29][CH:30]=1)[C:32]1[CH:37]=[CH:36][CH:35]=[CH:34][CH:33]=1 |f:2.3.4|. Procedure details: A solution of 2-[4-(4-hydroxybenzoyl)benzylthio]-3,5-dimethyl-4(3H)-quinazolinone (395 mg), benzyl bromide (0.13 ml) and potassium carbonate (408 mg) in DMF (5 ml) was stirred at 60° C. for 1 hour. This reaction mixture was concentrated and the residue was dissolved in ethyl acetate, washed with water, dried, and concentrated. The residue was recrystallized from ethyl acetate to provide the title compound as colorless solid (346 mg).